From a dataset of the Open Reaction Database (ORD), a public repository of structured organic reaction records. describe an organic reaction: reactants, conditions, products, and yield The reactants are Cc1c([N+](=O)[O-])ccnc1CSc1nc2cc3c(cc2[nH]1)C(C)(C)C(=O)C3(C)C, CO. The product is COc1ccnc(CSc2nc3cc4c(cc3[nH]2)C(C)(C)C(=O)C4(C)C)c1C. As a reaction SMILES: [CH3:1][C:2]1([CH3:29])[C:3](=[O:28])[C:4]([CH3:26])([CH3:27])[c:5]2[cH:6][c:7]3[nH:8][c:9]([S:14][CH2:15][c:16]4[n:17][cH:18][cH:19][c:20]([N+:23]([O-:24])=[O:25])[c:21]4[CH3:22])[n:10][c:11]3[cH:12][c:13]21.[CH3:30][OH:31]>>[CH3:1][C:2]1([CH3:29])[C:3](=[O:28])[C:4]([CH3:26])([CH3:27])[c:5]2[cH:6][c:7]3[nH:8][c:9]([S:14][CH2:15][c:16]4[n:17][cH:18][cH:19][c:20]([O:31][CH3:30])[c:21]4[CH3:22])[n:10][c:11]3[cH:12][c:13]21. Reactants: C1CCOC1, CSCOCSC, CCOC(C)=O, O=C1CCC(=O)N1I, O=P([O-])(OCc1ccccc1)OCc1ccccc1. Yields the product CSCOP(=O)(OCc1ccccc1)OCc1ccccc1. RXN SMILES: [CH2:35]1[O:36][CH2:37][CH2:38][CH2:39]1.[CH3:1][S:2][CH2:3][O:4][CH2:5][S:6][CH3:7].[CH3:40][CH2:41][O:42][C:43](=[O:44])[CH3:45].[I:27][N:28]1[C:29](=[O:30])[CH2:31][CH2:32][C:33]1=[O:34].[P:8](=[O:9])([O:10][CH2:11][c:12]1[cH:13][cH:14][cH:15][cH:16][cH:17]1)([O:18][CH2:19][c:20]1[cH:21][cH:22][cH:23][cH:24][cH:25]1)[O-:26]>>[CH3:1][S:2][CH2:3][O:4][P:8](=[O:9])([O:10][CH2:11][c:12]1[cH:13][cH:14][cH:15][cH:16][cH:17]1)[O:18][CH2:19][c:20]1[cH:21][cH:22][cH:23][cH:24][cH:25]1. Starting materials: ClC1=CC=C(C(=C1NNC(=O)OC(C)(C)C)F)CNC(C(C)(C)C)=O (tert-butyl 2-(6-chloro-2-fluoro-3-(pivalamidomethyl)phenyl)hydrazinecarboxylate), IC1=CC=C(C(=O)N=C=O)C=C1 (4-iodobenzoyl isocyanate), FC(C(=O)O)(F)F (trifluoro acetic acid). Solvent: C(Cl)Cl (DCM). The product is ClC1=C(C(=C(CNC(C(C)(C)C)=O)C=C1)F)N1N=C(NC1=O)C1=CC=C(C=C1)I (N-(4-Chloro-2-fluoro-3-(4,5-dihydro-3-(4-iodophenyl)-5-oxo-1,2,4-triazol-1-yl)benzyl)pivalamide). Isolated yield 42.4%. As a reaction SMILES: [Cl:1][C:2]1[C:7]([NH:8][NH:9]C(OC(C)(C)C)=O)=[C:6]([F:17])[C:5]([CH2:18][NH:19][C:20](=[O:25])[C:21]([CH3:24])([CH3:23])[CH3:22])=[CH:4][CH:3]=1.[I:26][C:27]1[CH:37]=[CH:36][C:30]([C:31]([N:33]=[C:34]=[O:35])=O)=[CH:29][CH:28]=1.FC(F)(F)C(O)=O>C(Cl)Cl>[Cl:1][C:2]1[CH:3]=[CH:4][C:5]([CH2:18][NH:19][C:20](=[O:25])[C:21]([CH3:24])([CH3:22])[CH3:23])=[C:6]([F:17])[C:7]=1[N:8]1[C:34](=[O:35])[NH:33][C:31]([C:30]2[CH:36]=[CH:37][C:27]([I:26])=[CH:28][CH:29]=2)=[N:9]1. Procedure: The title compound was prepared according to the procedure described in Example-83 by using tert-butyl 2-(6-chloro-2-fluoro-3-(pivalamidomethyl)phenyl)hydrazinecarboxylate (Intermediate-57, 0.250 g), 4-iodobenzoyl isocyanate (Intermediate-67, 0.250 g), DCM (10 mL) and trifluoro acetic acid (0.5 mL) to afford 0.150 g of the desired product. 1H NMR (400 MHz, DMSO d6): δ 1.19 (s, 9H), 4.30 (d, J=3.3 Hz, 2H), 7.39 (m, 1H), 7.45 (d, 1H), 7.62 (d, 2H), 7.90 (d, J=3.6 Hz, 2H), 8.19 (t, 1H), 13.0 (br s,... Product: ClC=1C=C(CN2C[C@H](OCC2)CNC(=O)NCC#C)C=CC1Cl (N-{[(2R)-4-(3,4-Dichlorobenzyl)morpholin-2-yl]methyl}-N′-prop-2-ynylurea). Yield: 62.9%. Solvent: C(C)N(CC)CC (triethylamine). Starting materials: ClC=1C=C(CN2C[C@H](OCC2)CNC(OC2=CC=C(C=C2)[N+](=O)[O-])=O)C=CC1Cl (4-Nitrophenyl [(2R)-4-(3,4-dichlorobenzyl)morpholin-2-yl]methylcarbamate), C(C#C)N (propargylamine), ClCCl (dichloromethane). As a reaction SMILES: [Cl:1][C:2]1[CH:3]=[C:4]([CH:26]=[CH:27][C:28]=1[Cl:29])[CH2:5][N:6]1[CH2:11][CH2:10][O:9][C@H:8]([CH2:12][NH:13][C:14](=[O:25])OC2C=CC([N+]([O-])=O)=CC=2)[CH2:7]1.[CH2:30]([NH2:33])[C:31]#[CH:32].ClCCl>C(N(CC)CC)C>[Cl:1][C:2]1[CH:3]=[C:4]([CH:26]=[CH:27][C:28]=1[Cl:29])[CH2:5][N:6]1[CH2:11][CH2:10][O:9][C@H:8]([CH2:12][NH:13][C:14]([NH:33][CH2:30][C:31]#[CH:32])=[O:25])[CH2:7]1. Procedure: Example 58 was prepared in an analogous manner to Example 43 from Intermediate 14 (0.12 g) and propargylamine (0.014 g) using dichloromethane and triethylamine at a temperature of 22° C. to yield the title compound (0.057 g). Starting materials: D4, FC=1C=C(C=O)C=CC1F (3,4-difluorobenzaldehyde), ClC=1C=C(C=CC1)O (3-chlorophenol). The product is ClC=1C=C(OC2=C(C=C(C=O)C=C2)F)C=CC1 (4-(3-chlorophenoxy)-3-fluorobenzaldehyde). RXN SMILES: [F:1][C:2]1[CH:3]=[C:4]([CH:7]=[CH:8][C:9]=1F)[CH:5]=[O:6].[Cl:11][C:12]1[CH:13]=[C:14]([OH:18])[CH:15]=[CH:16][CH:17]=1>>[Cl:11][C:12]1[CH:13]=[C:14]([CH:15]=[CH:16][CH:17]=1)[O:18][C:9]1[CH:8]=[CH:7][C:4]([CH:5]=[O:6])=[CH:3][C:2]=1[F:1]. Procedure: The title compound was prepared by a procedure similar to that described for D4 starting from 3,4-difluorobenzaldehyde and 3-chlorophenol. Product: C(CCCCCC#C)O (7-octyn-1-ol). Reactants: C(CCCCCCC#C)O (8-nonyn-1-ol), 2C, C(CC#CCCCC)O (3-octyn-1-ol), liquid. Reported procedure: The same procedure for 8-nonyn-1-ol was followed with 3-octyn-1-ol (6.89 g, 54.6 mmol), KH (6.57 g, 16.4 mmol), and 1,3-diaminopropane (60 mL). This produced 6.09 g of clear yellowish liquid (88%): IR (neat)ν 3360, 2896, 2116 cm−1; 1H—NMR δ 3.44 (t, 2H, J=6.6 Hz), 3.27 (bs, 1H), 2.04 (td, 2H, J=2.6 Hz, 6.6 Hz), 1.83 (t, 1H, J=2.6 Hz), 1.39 (m, 4H), 1.25 (m, 4H); 13C NMR δ 84.5, 68.3, 62.2, 32.3, 28.3, 25.2, (2C), 18.2; MS m/z 136.00 (m++Li). Anal. Calcd for C8H14O: C, 76.14; H, 11.18. Found: C, ... Run in NCCCN (1,3-diaminopropane). RXN SMILES: [CH2:1]([OH:10])[CH2:2][CH2:3][CH2:4][CH2:5][CH2:6][CH2:7][C:8]#C.C(O)CC#CCCCC>NCCCN>[CH2:1]([OH:10])[CH2:2][CH2:3][CH2:4][CH2:5][CH2:6][C:7]#[CH:8]. Starting materials: C(C)(=O)OC1=C(C=CC=C1)C(C)(C)C1=CC=CC=C1 (cumylphenyl acetate), C(C)C(C(=O)O)CCCC (2-ethylhexanoic acid), S(O)(O)(=O)=O (sulfuric acid), cumylphenyl 2-ethylhexanoate ester. Product: C(C)C(C(=O)OC1=C(C=CC=C1)C(C)(C)C1=CC=CC=C1)CCCC (Cumylphenyl 2-ethylhexanoate). As a reaction SMILES: C(O[C:5]1[CH:10]=[CH:9][CH:8]=[CH:7][C:6]=1[C:11]([C:14]1[CH:19]=[CH:18][CH:17]=[CH:16][CH:15]=1)([CH3:13])[CH3:12])(=O)C.[CH2:20]([CH:22]([CH2:26][CH2:27][CH2:28][CH3:29])[C:23]([OH:25])=[O:24])[CH3:21].S(=O)(=O)(O)O>>[CH2:20]([CH:22]([CH2:26][CH2:27][CH2:28][CH3:29])[C:23]([O:25][C:19]1[CH:18]=[CH:17][CH:16]=[CH:15][C:14]=1[C:11]([C:6]1[CH:5]=[CH:10][CH:9]=[CH:8][CH:7]=1)([CH3:13])[CH3:12])=[O:24])[CH3:21]. Procedure: Cumylphenyl 2-ethylhexanoate was prepared in accordance with the following procedure: a 2-liter flask equipped with a mechanical agitator, a ten theoretical plate fractionating column, an automatic reflux splitter pot, vapor thermo-controllers, a condenser, receivers, and external heating and cooling devices, was charged with 2 moles of cumylphenyl acetate, 5 moles of 2-ethylhexanoic acid and 5 grams of 98% sulfuric acid. Heat was supplied externally and the distillate was collected at a 20:1 re... The reactants are Cc1ccc2c(n1)sc1c(O)c(C(=O)O)nnc12, CCCCCC. The product is Cc1ccc2c(n1)sc1c(O)cnnc12. RXN SMILES: [C:1]([OH:2])(=[O:3])[c:4]1[c:5]([OH:18])[c:6]2[c:7]([n:8][n:9]1)[c:10]1[c:11]([s:12]2)[n:13][c:14]([CH3:17])[cH:15][cH:16]1.[CH3:19][CH2:20][CH2:21][CH2:22][CH2:23][CH3:24]>>[cH:4]1[c:5]([OH:18])[c:6]2[c:7]([n:8][n:9]1)[c:10]1[c:11]([s:12]2)[n:13][c:14]([CH3:17])[cH:15][cH:16]1. The reactants are CCOC(C)=O, CN(C)C=O, CCOC(=O)c1cn(C(C)CO)c2c(F)c(C3CC3)c(F)c(F)c2c1=O, Cl, [H-], [Na+], O. Yields the product CCOC(=O)c1cn2c3c(c(C4CC4)c(F)c(F)c3c1=O)OCC2C. As a reaction SMILES: [CH3:29][CH2:30][O:31][C:32](=[O:33])[CH3:34].[CH3:36][N:37]([CH3:38])[CH:39]=[O:40].[CH:1]1([c:4]2[c:5]([F:26])[c:6]([F:25])[c:7]3[c:8](=[O:24])[c:9]([C:19](=[O:20])[O:21][CH2:22][CH3:23])[cH:10][n:11]([CH:15]([CH2:16][OH:17])[CH3:18])[c:12]3[c:13]2[F:14])[CH2:2][CH2:3]1.[ClH:35].[H-:27].[Na+:28].[OH2:41]>>[CH:1]1([c:4]2[c:5]([F:26])[c:6]([F:25])[c:7]3[c:8](=[O:24])[c:9]([C:19](=[O:20])[O:21][CH2:22][CH3:23])[cH:10][n:11]4[c:12]3[c:13]2[O:17][CH2:16][CH:15]4[CH3:18])[CH2:2][CH2:3]1.